This data is from the Open Reaction Database (ORD), a public repository of structured organic reaction records. The task is: describe an organic reaction: reactants, conditions, products, and yield The reactants are 1,3(N-3'-methoxycarbazolyl)propane, methyl, Cl.COC1=CC=C(C=C1)NN (p-methoxyphenylhydrazine hydrochloride), C1(CCCCC1)=O (cyclohexanone). Reagents/catalysts: [Pd] (palladium on charcoal). The solvent is C=1(C(=CC=CC1)C)C (xylene). Yields the product COC=1C=CC=2NC3=CC=CC=C3C2C1 (3-methoxycarbazole). Yield: 74.0%. As a reaction SMILES: Cl.[CH3:2][O:3][C:4]1[CH:9]=[CH:8][C:7]([NH:10]N)=[CH:6][CH:5]=1.[C:12]1(=O)[CH2:17][CH2:16][CH2:15][CH2:14][CH2:13]1>[Pd].C1(C)C(C)=CC=CC=1>[CH3:2][O:3][C:4]1[CH:9]=[CH:8][C:7]2[NH:10][C:12]3[C:17]([C:6]=2[CH:5]=1)=[CH:16][CH:15]=[CH:14][CH:13]=3 |f:0.1|. Procedure details: Bis-1,3(N-3'-methoxycarbazolyl)propane. Reaction of p-methoxyphenylhydrazine hydrochloride with cyclohexanone (exothermic) was carried out as for the methyl substituted compound (See Liebigs Ann. der Chemie, 359, 52, 1908) in 82% yield, mp 105°-7.5° C. This compound was dehydrogenated with 10% palladium on charcoal in xylene, as above, to give 74% of 3-methoxycarbazole, recrystallized from benzene/heptane, mp 148.5°-9.5° C (lit. mp 150.5°-1.0° C). Reactants: N[C@@H]1[C@@H](CN(CC1)C(=O)OC(C)(C)C)OC (tert-butyl cis(±)-4-amino-3-methoxypiperidine-1-carboxylate), ClC=1N=C(NC1C)C(=O)O (4-Chloro-5-methyl-1H-imidazole-2-carboxylic acid), CCN=C=NCCCN(C)C.Cl (WSC hydrochloride), N[C@@H]1[C@@H](CN(CC1)C(=O)OC(C)(C)C)OC (tert-Butyl cis(±)-4-amino-3-methoxypiperidine-1-carboxylate), ClC=1N=C(NC1C)C(=O)O (4-chloro-5-methyl-1H-imidazole-2-carboxylic acid), C=1C=CC2=C(C1)N=NN2O (HOBT). Product: ClC=1N=C(NC1C)C(=O)N[C@@H]1[C@@H](CN(CC1)C(=O)OC(C)(C)C)OC (tert-Butyl cis(±)-4-{[(4-chloro-5-methyl-1H-imidazol-2-yl)carbonyl]amino}-3-methoxypiperidine-1-carboxylate). Isolated yield 84.0%. Reaction SMILES: [NH2:1][C@H:2]1[CH2:7][CH2:6][N:5]([C:8]([O:10][C:11]([CH3:14])([CH3:13])[CH3:12])=[O:9])[CH2:4][C@H:3]1[O:15][CH3:16].[Cl:17][C:18]1[N:19]=[C:20]([C:24](O)=[O:25])[NH:21][C:22]=1[CH3:23].CCN=C=NCCCN(C)C.Cl.C1C=CC2N(O)N=NC=2C=1>>[Cl:17][C:18]1[N:19]=[C:20]([C:24]([NH:1][C@H:2]2[CH2:7][CH2:6][N:5]([C:8]([O:10][C:11]([CH3:12])([CH3:13])[CH3:14])=[O:9])[CH2:4][C@H:3]2[O:15][CH3:16])=[O:25])[NH:21][C:22]=1[CH3:23] |f:2.3|. Procedure: The same operation as in Example (1g) was performed using tert-butyl cis(±)-4-amino-3-methoxypiperidine-1-carboxylate obtained by the method described in Example (1e) (1 g, 4.34 mmol), 4-chloro-5-methyl-1H-imidazole-2-carboxylic acid obtained by the method described in Example (5c) (0.35 g, 2.17 mmol), WSC hydrochloride (1.25 g, 6.52 mmol) and HOBT (0.30 g, 2.22 mmol), to obtain 0.68 g of the title compound as a white solid (84%). Starting materials: [OH-].[Na+] (NaOH), C1OC=2C=C(C=CC2O1)O (3,4-methylenedioxyphenol), C(=C)OCC (ethyl vinyl ether), ClC(C(=O)O)(Cl)Cl (trichloroacetic acid). Solvent: C(Cl)(Cl)Cl (chloroform). Yields the product C(C)OC(C)OC1=CC2=C(OCO2)C=C1 (5-(1-ethoxyethoxy)-1,3-benzodioxole). Isolated yield 98.0%. RXN SMILES: [CH2:1]1[O:9][C:8]2[CH:7]=[CH:6][C:5]([OH:10])=[CH:4][C:3]=2[O:2]1.[CH:11]([O:13][CH2:14][CH3:15])=[CH2:12].ClC(Cl)(Cl)C(O)=O.[OH-].[Na+]>C(Cl)(Cl)Cl>[CH2:11]([O:13][CH:14]([O:10][C:5]1[CH:6]=[CH:7][C:8]2[O:9][CH2:1][O:2][C:3]=2[CH:4]=1)[CH3:15])[CH3:12] |f:3.4|. Procedure: A stirred solution of 3,4-methylenedioxyphenol (6.0 g, 43.5 mmol), ethyl vinyl ether (3.75 g, 52.0 mmol) and a catalytic amount of trichloroacetic acid (50 mg, 0.3 mmol) in chloroform (50 ml) was stirred for two hours at room temperature. Aqueous NaOH (2N, 50 ml) was added and the resulting mixture was extracted with diethyl ether (3 times). The combined ether extracts were washed with aqueous NaOH (2N) and water, respectively, dried over Na2SO4, filtered and evaporated in vacuo to yield 5-(1-et... Reactants: CC(C)CC(C(=O)O)C(CCNC(=O)c1ccccc1)C(=O)OC(C)(C)C, CCN1CCOCC1, CCN=C=NCCCN(C)C, CC(C)CNN, ClCCl, Cl, O, Oc1cccc2[nH]nnc12. Product: CC(C)CNNC(=O)C(CC(C)C)C(CCNC(=O)c1ccccc1)C(=O)OC(C)(C)C. RXN SMILES: [C:1]([c:2]1[cH:3][cH:4][cH:5][cH:6][cH:7]1)(=[O:8])[NH:9][CH2:10][CH2:11][CH:12]([C:13](=[O:14])[O:15][C:16]([CH3:17])([CH3:18])[CH3:19])[CH:20]([C:21](=[O:22])[OH:23])[CH2:24][CH:25]([CH3:26])[CH3:27].[CH2:28]([N:29]1[CH2:30][CH2:31][O:32][CH2:33][CH2:34]1)[CH3:35].[CH2:48]([N:49]=[C:50]=[N:51][CH2:52][CH2:53][CH2:54][N:55]([CH3:56])[CH3:57])[CH3:58].[CH2:59]([CH:60]([CH3:61])[CH3:62])[NH:63][NH2:64].[Cl:65][CH2:66][Cl:67].[ClH:47].[OH2:36].[OH:37][c:38]1[c:39]2[n:40][n:41][nH:42][c:43]2[cH:44][cH:45][cH:46]1>>[C:1]([c:2]1[cH:3][cH:4][cH:5][cH:6][cH:7]1)(=[O:8])[NH:9][CH2:10][CH2:11][CH:12]([C:13](=[O:14])[O:15][C:16]([CH3:17])([CH3:18])[CH3:19])[CH:20]([C:21](=[O:23])[NH:64][NH:63][CH2:59][CH:60]([CH3:61])[CH3:62])[CH2:24][CH:25]([CH3:26])[CH3:27]. Starting materials: C[Mg]Br (methylmagnesium bromide), C1CCOC1 (THF), ClC1=NC(=NC2=CC(=CC=C12)C(F)(F)F)C1=C(C=CC=C1)SCC (4-chloro-2-(2-ethylsulfanylphenyl)-7-trifluoromethylquinazoline), C1CCOC1 (THF), CN1CCCC1=O (NMP). The reagents and catalysts are C/C(=C/C(=O)C)/[O-].C/C(=C/C(=O)C)/[O-].C/C(=C/C(=O)C)/[O-].[Fe+3] (iron(III) acetylacetonate). Solvent: O (water), C(C)(=O)OCC (Ethyl acetate). Conditions: time 1 hour. Yields the product C(C)SC1=C(C=CC=C1)C1=NC2=CC(=CC=C2C(=N1)C)C(F)(F)F (2-(2-ethylsulfanylphenyl)-4-methyl-7-trifluoromethylquinazoline). As a reaction SMILES: C[Mg]Br.[CH2:4]1COCC1.Cl[C:10]1[C:19]2[C:14](=[CH:15][C:16]([C:20]([F:23])([F:22])[F:21])=[CH:17][CH:18]=2)[N:13]=[C:12]([C:24]2[CH:29]=[CH:28][CH:27]=[CH:26][C:25]=2[S:30][CH2:31][CH3:32])[N:11]=1.CN1C(=O)CCC1>C/C(/[O-])=C/C(C)=O.C/C(/[O-])=C/C(C)=O.C/C(/[O-])=C/C(C)=O.[Fe+3].O.C(OCC)(=O)C>[CH2:31]([S:30][C:25]1[CH:26]=[CH:27][CH:28]=[CH:29][C:24]=1[C:12]1[N:11]=[C:10]([CH3:4])[C:19]2[C:14](=[CH:15][C:16]([C:20]([F:22])([F:21])[F:23])=[CH:17][CH:18]=2)[N:13]=1)[CH3:32] |f:4.5.6.7|. Reported procedure: 2.1 ml of methylmagnesium bromide (a 1 M THF solution) was added to a mixture of 380 mg of 4-chloro-2-(2-ethylsulfanylphenyl)-7-trifluoromethylquinazoline, 72 mg of iron(III) acetylacetonate, 8 ml of THF and 0.8 ml of NMP, and the mixture was stirred at room temperature for 1 hour. Ethyl acetate and water were added to the reaction mixture, and the mixture was filtered. The aqueous layer of the filtrate was extracted with ethyl acetate, combined with the organic layer of the filtrate, sequential... The reactants are O=C(O)Cc1cc(O)cc(Cl)c1, O=S(=O)(c1ccccc1)c1ccc(F)c(C(F)(F)F)c1. The product is O=C(O)Cc1cc(Cl)cc(Oc2ccc(S(=O)(=O)c3ccccc3)cc2C(F)(F)F)c1. RXN SMILES: [Cl:1][c:2]1[cH:3][c:4]([CH2:9][C:10](=[O:11])[OH:12])[cH:5][c:6]([OH:8])[cH:7]1.[F:13][c:14]1[c:15]([C:29]([F:30])([F:31])[F:32])[cH:16][c:17]([S:20](=[O:21])(=[O:22])[c:23]2[cH:24][cH:25][cH:26][cH:27][cH:28]2)[cH:18][cH:19]1>>[Cl:1][c:2]1[cH:3][c:4]([CH2:9][C:10](=[O:11])[OH:12])[cH:5][c:6]([O:8][c:14]2[c:15]([C:29]([F:30])([F:31])[F:32])[cH:16][c:17]([S:20](=[O:21])(=[O:22])[c:23]3[cH:24][cH:25][cH:26][cH:27][cH:28]3)[cH:18][cH:19]2)[cH:7]1.